This data is from the Open Reaction Database (ORD), a public repository of structured organic reaction records. The task is: describe an organic reaction: reactants, conditions, products, and yield Reactants: O=C1CCC(=O)N1Br, C[N+]1([O-])CCOCC1, Cc1c(C(=O)C(C)(C)C)oc2nc(-c3ccccc3Cl)c(-c3ccc(Cl)cc3)cc12, ClC(Cl)(Cl)Cl, CC(C)(C#N)N=NC(C)(C)C#N. The product is CC(C)(C)C(=O)c1oc2nc(-c3ccccc3Cl)c(-c3ccc(Cl)cc3)cc2c1C=O. RXN SMILES: [Br:31][N:32]1[C:33](=[O:35])[CH2:36][CH2:37][C:38]1=[O:34].[CH3:51][N+:52]1([O-:53])[CH2:54][CH2:55][O:56][CH2:57][CH2:58]1.[Cl:1][c:2]1[c:3](-[c:8]2[c:9](-[c:24]3[cH:25][cH:26][c:27]([Cl:30])[cH:28][cH:29]3)[cH:10][c:11]3[c:12]([n:13]2)[o:14][c:15]([C:18]([C:19]([CH3:20])([CH3:21])[CH3:22])=[O:23])[c:16]3[CH3:17])[cH:4][cH:5][cH:6][cH:7]1.[Cl:59][C:60]([Cl:61])([Cl:62])[Cl:63].[N:39]([C:40]([CH3:41])([CH3:42])[C:43]#[N:44])=[N:45][C:46]([CH3:47])([CH3:48])[C:49]#[N:50]>>[Cl:1][c:2]1[c:3](-[c:8]2[c:9](-[c:24]3[cH:25][cH:26][c:27]([Cl:30])[cH:28][cH:29]3)[cH:10][c:11]3[c:12]([n:13]2)[o:14][c:15]([C:18]([C:19]([CH3:20])([CH3:21])[CH3:22])=[O:23])[c:16]3[CH:17]=[O:34])[cH:4][cH:5][cH:6][cH:7]1. The reactants are [BH3-]C#N, CCOC(=O)C(Cc1ccc(-c2cccc(C=O)c2)cc1)NC(=O)OC(C)(C)C, CN, CO, Cl, [Na+]. The product is CCOC(=O)C(Cc1ccc(-c2cccc(CNC)c2)cc1)NC(=O)OC(C)(C)C. Reaction SMILES: [C:33](#[N:34])[BH3-:35].[C:4]([CH3:5])([CH3:6])([CH3:7])[O:8][C:9](=[O:10])[NH:11][CH:12]([C:13](=[O:14])[O:15][CH2:16][CH3:17])[CH2:18][c:19]1[cH:20][cH:21][c:22](-[c:25]2[cH:26][c:27]([CH:31]=[O:32])[cH:28][cH:29][cH:30]2)[cH:23][cH:24]1.[CH3:2][NH2:3].[CH3:37][OH:38].[ClH:1].[Na+:36]>>[C:4]([CH3:5])([CH3:6])([CH3:7])[O:8][C:9](=[O:10])[NH:11][CH:12]([C:13](=[O:14])[O:15][CH2:16][CH3:17])[CH2:18][c:19]1[cH:20][cH:21][c:22](-[c:25]2[cH:26][c:27]([CH2:31][NH:34][CH3:33])[cH:28][cH:29][cH:30]2)[cH:23][cH:24]1. The reactants are COc1cc(C2CC(c3ccncc3)C(C)(C)N2)cc(OC)c1OC, [O-]Cl, ClCCl, [Na+], O. Yields the product COc1cc(C2CC(c3ccncc3)C(C)(C)N2Cl)cc(OC)c1OC. As a reaction SMILES: [CH3:4][C:5]1([CH3:28])[NH:6][CH:7]([c:16]2[cH:17][c:18]([O:26][CH3:27])[c:19]([O:24][CH3:25])[c:20]([O:22][CH3:23])[cH:21]2)[CH2:8][CH:9]1[c:10]1[cH:11][cH:12][n:13][cH:14][cH:15]1.[Cl:1][O-:2].[Cl:29][CH2:30][Cl:31].[Na+:3].[OH2:32]>>[CH3:4][C:5]1([CH3:28])[N:6]([Cl:29])[CH:7]([c:16]2[cH:17][c:18]([O:26][CH3:27])[c:19]([O:24][CH3:25])[c:20]([O:22][CH3:23])[cH:21]2)[CH2:8][CH:9]1[c:10]1[cH:11][cH:12][n:13][cH:14][cH:15]1. The yield is 50.7%. The product is C(C)(=O)OCCCCC(C(=O)OCC)(C)C (ethyl 6-acetoxy-2,2-dimethylhexanoate). Reaction SMILES: C(NC(C)C)(C)C.CCCCCC.C([Li])CCC.[C:19]([O:24][CH2:25][CH3:26])(=[O:23])[CH:20]([CH3:22])[CH3:21].[C:27]([O:30][CH2:31][CH2:32][CH2:33][CH2:34]I)(=[O:29])[CH3:28].Cl>O1CCCC1>[C:27]([O:30][CH2:31][CH2:32][CH2:33][CH2:34][C:20]([CH3:22])([CH3:21])[C:19]([O:24][CH2:25][CH3:26])=[O:23])(=[O:29])[CH3:28] |f:1.2|. Reported procedure: Diisopropylamine (8.25 ml) was dissolved in anhydrous tetrahydrofuran (100 ml) under an argon atmosphere, and the solution was cooled at -70° C. 1.6M n-butyllithium hexane solution (37 ml, 60 mmole) was added dropwise to the solution, to which a solution of ethyl isobutyrate (5.6 g, 48 mmole) in anhydrous tetrahydrofuran (5 ml) was then added, while maintaining the reaction temperature at not higher than -60° C. After stirring was continued for 30 minutes under the same reaction conditions, a so... Reactants: CCCCCC.C(CCC)[Li] (n-butyllithium hexane), C(C(C)C)(=O)OCC (ethyl isobutyrate), C(C)(=O)OCCCCI (4-acetoxybutyl iodide), C(C)(C)NC(C)C (Diisopropylamine), Cl (hydrochloric acid). Run in O1CCCC1 (tetrahydrofuran), O1CCCC1 (tetrahydrofuran). Conditions: temperature -70 celsius. The reactants are NCCSCC=1NC2=C(N1)C=CC=C2 (2-[(2-aminoethyl)thiomethyl]benzimidazole), CN=C=O (methyl isocyanate). Product: CNC(=O)NCCSCC=1NC2=C(N1)C=CC=C2 (N-Methyl-N'-[2-(2-benzimidazolylmethylthio)ethyl]urea). As a reaction SMILES: [NH2:1][CH2:2][CH2:3][S:4][CH2:5][C:6]1[NH:7][C:8]2[CH:14]=[CH:13][CH:12]=[CH:11][C:9]=2[N:10]=1.[CH3:15][N:16]=[C:17]=[O:18]>>[CH3:15][NH:16][C:17]([NH:1][CH2:2][CH2:3][S:4][CH2:5][C:6]1[NH:10][C:9]2[CH:11]=[CH:12][CH:13]=[CH:14][C:8]=2[N:7]=1)=[O:18]. Procedure: By the procedure of Example 24, 2-[(2-aminoethyl)thiomethyl]benzimidazole is reacted with methyl isocyanate to give the title compound. Reactants: CCOC(=O)c1c(C)n(C)c(C)c(-c2ccc(Br)cc2)c1=O, CO, [Na+], [OH-], O. The product is Cc1c(C(=O)O)c(=O)c(-c2ccc(Br)cc2)c(C)n1C. Reaction SMILES: [CH3:1][n:2]1[c:3]([CH3:22])[c:4]([C:5](=[O:6])[O:7][CH2:8][CH3:9])[c:10](=[O:21])[c:11](-[c:14]2[cH:15][cH:16][c:17]([Br:20])[cH:18][cH:19]2)[c:12]1[CH3:13].[CH3:26][OH:27].[Na+:24].[OH-:23].[OH2:25]>>[CH3:1][n:2]1[c:3]([CH3:22])[c:4]([C:5](=[O:6])[OH:7])[c:10](=[O:21])[c:11](-[c:14]2[cH:15][cH:16][c:17]([Br:20])[cH:18][cH:19]2)[c:12]1[CH3:13]. Starting materials: O[C@@H]1[C@@H]([C@]2(CC=3C(OC(C3C)=O)=CC2=CC1)C)C ((4aR*,5R*,6S*)-6-Hydroxy-4a,5,6,7-tetrahydro-3,4a,5-trimethylnaphtho[2,3-b]furan-2(4H)-one), C(C(C)C)(=O)Cl (isobutyryl chloride). Product: CC(C(=O)O[C@@H]1[C@@H]([C@]2(CC=3C(OC(C3C)=O)=CC2=CC1)C)C)C ((4aR*,5R*,6S*)-6-(2-Methyl)propionyloxy-4a, 5,6,7-tetrahydro-3,4a,5-trimethylnaphtho[2,3-b]furan-2(4H)-one). As a reaction SMILES: [OH:1][C@H:2]1[CH2:16][CH:15]=[C:14]2[C@:4]([CH3:17])([CH2:5][C:6]3[C:7](=[CH:13]2)[O:8][C:9](=[O:12])[C:10]=3[CH3:11])[C@H:3]1[CH3:18].[C:19](Cl)(=[O:23])[CH:20]([CH3:22])[CH3:21]>>[CH3:21][CH:20]([CH3:22])[C:19]([O:1][C@H:2]1[CH2:16][CH:15]=[C:14]2[C@:4]([CH3:17])([CH2:5][C:6]3[C:7](=[CH:13]2)[O:8][C:9](=[O:12])[C:10]=3[CH3:11])[C@H:3]1[CH3:18])=[O:23]. Procedure: The title compound was prepared in the same manner as in Example B2, except that the compound prepared in Example B1 was reacted with isobutyryl chloride. Starting materials: C(C1=CC=CC=C1)OC1=CC(=C(C(=O)OC(C)C)C=C1OC)C(C1=C(C=CC=C1)Br)=O (isopropyl 4-benzyloxy-2-(2-bromobenzoyl)-5-methoxybenzoate), [Cu]C#N (copper(I) cyanide). Reagents/catalysts: [C-]#N.C(C)[N+](CC)(CC)CC (tetraethylammonium cyanide), C=1C=CC(=CC1)/C=C/C(=O)/C=C/C2=CC=CC=C2.C=1C=CC(=CC1)/C=C/C(=O)/C=C/C2=CC=CC=C2.C=1C=CC(=CC1)/C=C/C(=O)/C=C/C2=CC=CC=C2.[Pd].[Pd] (tris(dibenzylideneacetone)dipalladium), C1(=CC=CC=C1)P([C-]1C=CC=C1)C1=CC=CC=C1.[C-]1(C=CC=C1)P(C1=CC=CC=C1)C1=CC=CC=C1.[Fe+2] (1,1′bis(diphenylphosphino)ferrocene). The solvent is O1CCOCC1 (1,4-dioxane). Product: C(C1=CC=CC=C1)OC1=CC(=C(C(=O)OC(C)C)C=C1OC)C(C1=C(C=CC=C1)C#N)=O (Isopropyl 4-benzyloxy-2-(2-cyanobenzoyl)-5-methoxybenzoate). Isolated yield 77.3%. As a reaction SMILES: [CH2:1]([O:8][C:9]1[C:20]([O:21][CH3:22])=[CH:19][C:12]([C:13]([O:15][CH:16]([CH3:18])[CH3:17])=[O:14])=[C:11]([C:23](=[O:31])[C:24]2[CH:29]=[CH:28][CH:27]=[CH:26][C:25]=2Br)[CH:10]=1)[C:2]1[CH:7]=[CH:6][CH:5]=[CH:4][CH:3]=1.[Cu][C:33]#[N:34]>[C-]#N.C([N+](CC)(CC)CC)C.C1C=CC(/C=C/C(/C=C/C2C=CC=CC=2)=O)=CC=1.C1C=CC(/C=C/C(/C=C/C2C=CC=CC=2)=O)=CC=1.C1C=CC(/C=C/C(/C=C/C2C=CC=CC=2)=O)=CC=1.[Pd].[Pd].C1(P(C2C=CC=CC=2)[C-]2C=CC=C2)C=CC=CC=1.[C-]1(P(C2C=CC=CC=2)C2C=CC=CC=2)C=CC=C1.[Fe+2].O1CCOCC1>[CH2:1]([O:8][C:9]1[C:20]([O:21][CH3:22])=[CH:19][C:12]([C:13]([O:15][CH:16]([CH3:18])[CH3:17])=[O:14])=[C:11]([C:23](=[O:31])[C:24]2[CH:29]=[CH:28][CH:27]=[CH:26][C:25]=2[C:33]#[N:34])[CH:10]=1)[C:2]1[CH:7]=[CH:6][CH:5]=[CH:4][CH:3]=1 |f:2.3,4.5.6.7.8,9.10.11|. Reported procedure: A mixture of isopropyl 4-benzyloxy-2-(2-bromobenzoyl)-5-methoxybenzoate (reference example 11-9) (600 mg), copper(I) cyanide (445 mg), tris(dibenzylideneacetone)dipalladium (114 mg), tetraethylammonium cyanide (194 mg), 1,1′bis(diphenylphosphino)ferrocene (206 mg) and 1,4-dioxane (73 mL) was stirred under reflux overnight. The mixture was passed through a layer of Celite (registered mark). The filtrate was concentrated under reduced pressure. The residue was purified by silica gel column chromat... Reactants: C(C)OC(=O)CNC(=O)COC[C@H]1N(CCC1)C(=O)OCC1=CC=CC=C1 ((S)-Phenylmethyl 2-[[[[[(ethoxycarbonyl)methyl]amino]carbonyl]methoxy]methyl]-1-pyrrolidinecarboxylate), N (ammonia). Run in C(C)O (ethanol). Run at time 5 day. Product: NC(CNC(=O)COC[C@H]1N(CCC1)C(=O)OCC1=CC=CC=C1)=O ((S)-phenylmethyl 2-[[[[(2-amino-2-oxoethyl)amino]carbonyl]methoxy]methyl]-1-pyrrolidinecarboxylate). As a reaction SMILES: C([O:3][C:4]([CH2:6][NH:7][C:8]([CH2:10][O:11][CH2:12][C@@H:13]1[CH2:17][CH2:16][CH2:15][N:14]1[C:18]([O:20][CH2:21][C:22]1[CH:27]=[CH:26][CH:25]=[CH:24][CH:23]=1)=[O:19])=[O:9])=O)C.[NH3:28]>C(O)C>[NH2:28][C:4](=[O:3])[CH2:6][NH:7][C:8]([CH2:10][O:11][CH2:12][C@@H:13]1[CH2:17][CH2:16][CH2:15][N:14]1[C:18]([O:20][CH2:21][C:22]1[CH:27]=[CH:26][CH:25]=[CH:24][CH:23]=1)=[O:19])=[O:9]. Procedure: (S)-Phenylmethyl 2-[[[[[(ethoxycarbonyl)methyl]amino]carbonyl]methoxy]methyl]-1-pyrrolidinecarboxylate, 4 g (0.01057 mol), is dissolved in 100 ml of ethanol and the solution saturated with ammonia at room temperature. The solution is allowed to stand at room temperature for five days, the solvent evaporated in vacuo and the residue dissolved in 100 ml of methanol and the solution saturated with ammonia at room temperature. The solution is allowed to stand at room temperature for 14 hours and the... The reactants are N1(CCOCC1)C=1N=C(NC(C1)=O)CC(=O)[O-].[Na+] (sodium [4-(morpholin-4-yl)-6-oxo-1,6-dihydropyrimidin-2-yl]acetate), CN(C=O)C (dimethylformamide), Cl.CN(CCCN=C=NCC)C (N-[3-(dimethylamino)propyl]-N′-ethylcarbodiimide hydrochloride), BrC=1C=C(C(=CC1)N)N (4-bromobenzene-1,2-diamine). Solvent: C(C)(=O)OCC (ethyl acetate), N1=CC=CC=C1 (pyridine). Conditions: time 8 hour. Product: BrC1=CC2=C(NC(=N2)CC2=NC(=CC(N2)=O)N2CCOCC2)C=C1 (2-[(5-bromo-1H-benzimidazol-2-yl)methyl]-6-(morpholin-4-yl)pyrimidin-4(3H)-one). Isolated yield 28.8%. RXN SMILES: [N:1]1([C:7]2[N:8]=[C:9]([CH2:14][C:15]([O-])=O)[NH:10][C:11](=[O:13])[CH:12]=2)[CH2:6][CH2:5][O:4][CH2:3][CH2:2]1.[Na+].CN(C)C=O.Cl.CN(C)CCCN=C=NCC.[Br:36][C:37]1[CH:38]=[C:39]([NH2:44])[C:40]([NH2:43])=[CH:41][CH:42]=1>C(OCC)(=O)C.N1C=CC=CC=1>[Br:36][C:37]1[CH:42]=[CH:41][C:40]2[NH:43][C:15]([CH2:14][C:9]3[NH:10][C:11](=[O:13])[CH:12]=[C:7]([N:1]4[CH2:2][CH2:3][O:4][CH2:5][CH2:6]4)[N:8]=3)=[N:44][C:39]=2[CH:38]=1 |f:0.1,3.4|. Procedure: In a round-bottomed flask, 1.3 g of sodium [4-(morpholin-4-yl)-6-oxo-1,6-dihydropyrimidin-2-yl]acetate are introduced into 10 ml of dimethylformamide and then 10 ml of pyridine, 1.44 g of N-[3-(dimethylamino)propyl]-N′-ethylcarbodiimide hydrochloride and 1.87 g of 4-bromobenzene-1,2-diamine are added. The reaction mixture is stirred at ambient temperature overnight and is then concentrated to dryness under reduced pressure. The residue is taken up in 40 ml of acetic acid and brought to reflux fo...